From a dataset of the Open Reaction Database (ORD), a public repository of structured organic reaction records. describe an organic reaction: reactants, conditions, products, and yield The reactants are C(CCC)C/1=CN(S\C1=N/C(C1=C(C=CC(=C1)C#N)OC)=O)C(C)(C)C (N-[(5Z)-4-butyl-2-tert-butylisothiazol-5(2H)-ylidene]-5-cyano-2-methoxybenzamide), S(O)(O)(=O)=O (sulfuric acid), C(=O)([O-])[O-].[Na+].[Na+] (Na2CO3). The solvent is O (H2O). Run at temperature 40 celsius. Yields the product C(CCC)C/1=CN(S\C1=N/C(C=1C=C(C(=O)N)C=CC1OC)=O)C(C)(C)C (N3-[(5Z)-4-butyl-2-tert-butylisothiazol-5(2H)-ylidene]-4-methoxyisophthalamide). The yield is 93.0%. As a reaction SMILES: [CH2:1]([C:5]1=[CH:6][N:7]([C:23]([CH3:26])([CH3:25])[CH3:24])[S:8]/[C:9]/1=[N:10]\[C:11](=[O:22])[C:12]1[CH:17]=[C:16]([C:18]#[N:19])[CH:15]=[CH:14][C:13]=1[O:20][CH3:21])[CH2:2][CH2:3][CH3:4].S(=O)(=O)(O)[OH:28].C([O-])([O-])=O.[Na+].[Na+]>O>[CH2:1]([C:5]1=[CH:6][N:7]([C:23]([CH3:25])([CH3:24])[CH3:26])[S:8]/[C:9]/1=[N:10]\[C:11](=[O:22])[C:12]1[CH:17]=[C:16]([CH:15]=[CH:14][C:13]=1[O:20][CH3:21])[C:18]([NH2:19])=[O:28])[CH2:2][CH2:3][CH3:4] |f:2.3.4|. Procedure details: The product from Example 26E (110 mg, 0.3 mmol) was treated with concentrated sulfuric acid (1 mL). The mixture was heated at 40° C. for 1 hr, diluted with H2O, neutralized with saturated Na2CO3, and extracted with EtOAc (2×). The combined organic layers were dried over MgSO4, filtered and concentrated. The residue was purified by column chromatography using an Analogix® Intelliflash280™ (SiO2, 0-50% Hexane in ethyl acetate) to afford 107 mg (93%) of the title compound. 1H NMR (500 MHz, CDCl3) δ... The reactants are OCCBr, CCOC(=O)c1cc(COc2ccccc2)n[nH]1, C1CCOC1, CC(C)(C)OC(=O)N=NC(=O)OC(C)(C)C, c1ccc(P(c2ccccc2)c2ccccc2)cc1. The product is CCOC(=O)c1cc(COc2ccccc2)nn1CCBr. As a reaction SMILES: [Br:35][CH2:36][CH2:37][OH:38].[CH2:17]([CH3:18])[O:19][C:20](=[O:21])[c:22]1[nH:23][n:24][c:25]([CH2:27][O:28][c:29]2[cH:30][cH:31][cH:32][cH:33][cH:34]2)[cH:26]1.[CH2:58]1[O:59][CH2:60][CH2:61][CH2:62]1.[N:1]([C:2]([O:3][C:4]([CH3:5])([CH3:6])[CH3:7])=[O:8])=[N:9][C:10]([O:11][C:12]([CH3:13])([CH3:14])[CH3:15])=[O:16].[c:39]1([P:40]([c:41]2[cH:42][cH:43][cH:44][cH:45][cH:46]2)[c:47]2[cH:48][cH:49][cH:50][cH:51][cH:52]2)[cH:53][cH:54][cH:55][cH:56][cH:57]1>>[CH2:17]([CH3:18])[O:19][C:20](=[O:21])[c:22]1[n:23]([CH2:37][CH2:36][Br:35])[n:24][c:25]([CH2:27][O:28][c:29]2[cH:30][cH:31][cH:32][cH:33][cH:34]2)[cH:26]1.